From a dataset of the Open Reaction Database (ORD), a public repository of structured organic reaction records. describe an organic reaction: reactants, conditions, products, and yield The reactants are CCOC(=O)N1CCN(CCc2ccc(F)cc2)CC1, CCO, [K+], [OH-]. Product: Fc1ccc(CCN2CCNCC2)cc1. As a reaction SMILES: [CH2:1]([O:2][C:3](=[O:4])[N:6]1[CH2:7][CH2:8][N:9]([CH2:12][CH2:13][c:14]2[cH:15][cH:16][c:17]([F:20])[cH:18][cH:19]2)[CH2:10][CH2:11]1)[CH3:5].[CH3:23][CH2:24][OH:25].[K+:22].[OH-:21]>>[NH:6]1[CH2:7][CH2:8][N:9]([CH2:12][CH2:13][c:14]2[cH:15][cH:16][c:17]([F:20])[cH:18][cH:19]2)[CH2:10][CH2:11]1. The reactants are C1(CC1)C1=CC2=C(N(N=C2C=C1N(S(=O)(=O)C)CCO)C1=CC=C(C=C1)F)C(=O)NC (5-cyclopropyl-2-(4-fluorophenyl)-6-[(2-hydroxyethyl)(methylsulfonyl)amino]-N-methyl-2H-indazole-3-carboxamide), C1(C=2C(C(=O)O1)=CC=CC2)=O (phthalic anhydride), C1(C=2C(C(=O)O1)=CC=CC2)=O (phthalic anhydride), C1(C=2C(C(=O)O1)=CC=CC2)=O (phthalic anhydride). Run in N1=CC=CC=C1 (pyridine). Reaction conditions: temperature 100 celsius, time 30 minute. Yields the product C1(CC1)C1=CC2=C(N(N=C2C=C1N(CCOC(=O)C1=C(C(=O)O)C=CC=C1)S(=O)(=O)C)C1=CC=C(C=C1)F)C(NC)=O (2-[(2-{[5-cyclopropyl-2-(4-fluorophenyl)-3-(methylcarbamoyl)-2H-indazol-6-yl](methylsulfonyl)amino}ethoxy)carbonyl]benzoic acid), solid. Isolated yield 64.0%. RXN SMILES: [CH:1]1([C:4]2[C:12]([N:13]([CH2:18][CH2:19][OH:20])[S:14]([CH3:17])(=[O:16])=[O:15])=[CH:11][C:10]3[C:6](=[C:7]([C:28]([NH:30][CH3:31])=[O:29])[N:8]([C:21]4[CH:26]=[CH:25][C:24]([F:27])=[CH:23][CH:22]=4)[N:9]=3)[CH:5]=2)[CH2:3][CH2:2]1.[C:32]1(=[O:42])[O:37][C:35](=[O:36])[C:34]2=[CH:38][CH:39]=[CH:40][CH:41]=[C:33]12>N1C=CC=CC=1>[CH:1]1([C:4]2[C:12]([N:13]([S:14]([CH3:17])(=[O:16])=[O:15])[CH2:18][CH2:19][O:20][C:32]([C:33]3[CH:41]=[CH:40][CH:39]=[CH:38][C:34]=3[C:35]([OH:37])=[O:36])=[O:42])=[CH:11][C:10]3[C:6](=[C:7]([C:28](=[O:29])[NH:30][CH3:31])[N:8]([C:21]4[CH:22]=[CH:23][C:24]([F:27])=[CH:25][CH:26]=4)[N:9]=3)[CH:5]=2)[CH2:3][CH2:2]1. Reported procedure: To a solution of 5-cyclopropyl-2-(4-fluorophenyl)-6-[(2-hydroxyethyl)(methylsulfonyl)amino]-N-methyl-2H-indazole-3-carboxamide (14) (5.00 mg, 0.0112 mmol) in pyridine (0.200 mL) at RT was added phthalic anhydride (8.29 mg, 0.560 mmol). The reaction mixture was heated under microwave irradiation at 100° C. for 15 min. A further portion of phthalic anhydride (8.29 mg, 0.560 mmol) was added and the reaction mixture reheated at 100° C. for 30 min and 110° C. for 30 min. A further portion of phthalic...